From a dataset of the Open Reaction Database (ORD), a public repository of structured organic reaction records. describe an organic reaction: reactants, conditions, products, and yield Starting materials: C(#N)C1(CC1)NC(=O)[C@H]1[C@@H](C[C@@H](C1)S(=O)(=O)C1=C(C=C(C=C1)Br)C(F)(F)F)C(=O)N1CC(C1)(F)F ((1R,2R,4R)-4-(4-Bromo-2-trifluoromethyl-benzenesulfonyl)-2-(3,3-difluoro-azetidine-1-carbonyl)-cyclopentanecarboxylic acid (1-cyano-cyclopropyl)-amide), N1=C(C=C(C=C1)B(O)O)C (2-picoline-4-boronic acid). Product: C(#N)C1(CC1)NC(=O)[C@H]1[C@@H](C[C@@H](C1)S(=O)(=O)C1=C(C=C(C=C1)C1=CC(=NC=C1)C)C(F)(F)F)C(=O)N1CC(C1)(F)F ((1R,2R,4R)-2-(3,3-Difluoro-azetidine-1-carbonyl)-4-[4-(2-methyl-pyridin-4-yl)-2-trifluoromethyl-benzenesulfonyl]-cyclopentanecarboxylic acid (1-cyano-cyclopropyl)-amide). As a reaction SMILES: [C:1]([C:3]1([NH:6][C:7]([C@@H:9]2[CH2:13][C@@H:12]([S:14]([C:17]3[CH:22]=[CH:21][C:20](Br)=[CH:19][C:18]=3[C:24]([F:27])([F:26])[F:25])(=[O:16])=[O:15])[CH2:11][C@H:10]2[C:28]([N:30]2[CH2:33][C:32]([F:35])([F:34])[CH2:31]2)=[O:29])=[O:8])[CH2:5][CH2:4]1)#[N:2].[N:36]1[CH:41]=[CH:40][C:39](B(O)O)=[CH:38][C:37]=1[CH3:45]>>[C:1]([C:3]1([NH:6][C:7]([C@@H:9]2[CH2:13][C@@H:12]([S:14]([C:17]3[CH:22]=[CH:21][C:20]([C:39]4[CH:40]=[CH:41][N:36]=[C:37]([CH3:45])[CH:38]=4)=[CH:19][C:18]=3[C:24]([F:27])([F:26])[F:25])(=[O:16])=[O:15])[CH2:11][C@H:10]2[C:28]([N:30]2[CH2:33][C:32]([F:35])([F:34])[CH2:31]2)=[O:29])=[O:8])[CH2:5][CH2:4]1)#[N:2]. Reported procedure: The title compound was prepared in analogy to Example 120 using (1R,2R,4R)-4-(4-Bromo-2-trifluoromethyl-benzenesulfonyl)-2-(3,3-difluoro-azetidine-1-carbonyl)-cyclopentanecarboxylic acid (1-cyano-cyclopropyl)-amide (Example 117) and 2-picoline-4-boronic acid. Yellow solid. MS (EI): 597.1 (M+H)+.